From a dataset of the Open Reaction Database (ORD), a public repository of structured organic reaction records. describe an organic reaction: reactants, conditions, products, and yield Starting materials: C(=O)([O-])[O-].[K+].[K+] (K2CO3), C(C1=CC=CC=C1)N1CC2C(NC(CC2C1)=O)=O (2-benzyl-4,6-dioxooctahydropyrrolo[3.4-c]pyridine), C(C1=CC=CC=C1)Br (benzyl bromide). Solvent: C(C)(=O)OCC (ethyl acetate), CN(C)C=O (DMF). Conditions: time 6.5 hour. Yields the product C(C1=CC=CC=C1)N1CC2C(N(C(CC2C1)=O)CC1=CC=CC=C1)=O (2,5-dibenzyl-4,6-dioxooctahydropyrrolo[3.4-c]pyridine). The yield is 111.4%. As a reaction SMILES: C([O-])([O-])=O.[K+].[K+].[CH2:7]([N:14]1[CH2:22][CH:21]2[CH:16]([C:17](=[O:24])[NH:18][C:19](=[O:23])[CH2:20]2)[CH2:15]1)[C:8]1[CH:13]=[CH:12][CH:11]=[CH:10][CH:9]=1.[CH2:25](Br)[C:26]1[CH:31]=[CH:30][CH:29]=[CH:28][CH:27]=1>CN(C=O)C.C(OCC)(=O)C>[CH2:7]([N:14]1[CH2:22][CH:21]2[CH:16]([C:17](=[O:24])[N:18]([CH2:25][C:26]3[CH:31]=[CH:30][CH:29]=[CH:28][CH:27]=3)[C:19](=[O:23])[CH2:20]2)[CH2:15]1)[C:8]1[CH:9]=[CH:10][CH:11]=[CH:12][CH:13]=1 |f:0.1.2|. Procedure: To a mixture of 905 mg of K2CO3 and 400 mg of the compound from step 457b in 5 mL of DMF was added 308 mg of benzyl bromide, and the reaction mixture was stirred at room temperature under N2 for 6.5 hours. The mixture was diluted with ethyl acetate, which was washed with water and brine, dried and concentrated to give 610 mg of the title compound. As a reaction SMILES: [CH2:1]([CH3:2])[N:3]([CH2:4][CH2:5][O:6][c:7]1[c:8]([O:18][CH3:19])[cH:9][c:10]([N+:15]([O-:16])=[O:17])[cH:11][c:12]1[O:13][CH3:14])[CH2:20][CH3:21].[CH3:26][CH2:27][OH:28].[CH:22]([O-:23])=[O:24].[NH4+:25]>>[CH2:1]([CH3:2])[N:3]([CH2:4][CH2:5][O:6][c:7]1[c:8]([O:18][CH3:19])[cH:9][c:10]([NH2:15])[cH:11][c:12]1[O:13][CH3:14])[CH2:20][CH3:21]. Reactants: CCN(CC)CCOc1c(OC)cc([N+](=O)[O-])cc1OC, CCO, O=C[O-], [NH4+]. The product is CCN(CC)CCOc1c(OC)cc(N)cc1OC. Reactants: N(=C=O)C12CC3CC(CC(C1)C3)C2 (1-isocyanatoadamantane), Cl.CN1CCN(CC1)C1=NC(=NC(=C1)C1=CC=C2CCNCC2=C1)N (4-(4-methylpiperazin-1-yl)-6-(1,2,3,4-tetrahydroisoquinolin-7-yl)pyrimidin-2-amine HCl salt). Product: C12(CC3CC(CC(C1)C3)C2)NC(=O)N2CC3=CC(=CC=C3CC2)C2=NC(=NC(=C2)N2CCN(CC2)C)N (N-1-Adamantyl-7-[2-amino-6-(4-methylpiperazin-1-yl)pyrimidin-4-yl]-3,4-dihydroisoquinoline-2(1H)-carboxamide). Reaction SMILES: [N:1]([C:4]12[CH2:13][CH:8]3[CH2:9][CH:10]([CH2:12][CH:6]([CH2:7]3)[CH2:5]1)[CH2:11]2)=[C:2]=[O:3].Cl.[CH3:15][N:16]1[CH2:21][CH2:20][N:19]([C:22]2[CH:27]=[C:26]([C:28]3[CH:37]=[C:36]4[C:31]([CH2:32][CH2:33][NH:34][CH2:35]4)=[CH:30][CH:29]=3)[N:25]=[C:24]([NH2:38])[N:23]=2)[CH2:18][CH2:17]1>>[C:4]12([NH:1][C:2]([N:34]3[CH2:33][CH2:32][C:31]4[C:36](=[CH:37][C:28]([C:26]5[CH:27]=[C:22]([N:19]6[CH2:18][CH2:17][N:16]([CH3:15])[CH2:21][CH2:20]6)[N:23]=[C:24]([NH2:38])[N:25]=5)=[CH:29][CH:30]=4)[CH2:35]3)=[O:3])[CH2:13][CH:8]3[CH2:7][CH:6]([CH2:12][CH:10]([CH2:9]3)[CH2:11]1)[CH2:5]2 |f:1.2|. Procedure: This compound was prepared by using procedures analogous to those described for the synthesis of Example 5 starting from 1-isocyanatoadamantane (Aldrich, Cat. #375073) and 4-(4-methylpiperazin-1-yl)-6-(1,2,3,4-tetrahydroisoquinolin-7-yl)pyrimidin-2-amine HCl salt. Analytic LCMS (M+H)+: m/z=502.3. Starting materials: CN(C)NC(=O)N1CCC(Br)C1=O, c1ccc(P(c2ccccc2)c2ccccc2)cc1. Yields the product [Br-], CN(C)NC(=O)N1CCC([PH3+])C1=O. RXN SMILES: [Br:1][CH:2]1[C:3](=[O:13])[N:4]([C:7]([NH:8][N:9]([CH3:10])[CH3:11])=[O:12])[CH2:5][CH2:6]1.[c:14]1([P:20]([c:15]2[cH:16][cH:17][cH:18][cH:19][cH:21]2)[c:22]2[cH:23][cH:24][cH:25][cH:26][cH:27]2)[cH:28][cH:29][cH:30][cH:31][cH:32]1>>[Br-:1].[CH:2]1([PH3+:20])[C:3](=[O:13])[N:4]([C:7]([NH:8][N:9]([CH3:10])[CH3:11])=[O:12])[CH2:5][CH2:6]1.